This data is from the Open Reaction Database (ORD), a public repository of structured organic reaction records. The task is: describe an organic reaction: reactants, conditions, products, and yield The reactants are FC1=CC2=C(C(=NO2)C2=CC=C(C=C2)OC[C@@H]2OC2)C=C1 ((R)-6-fluoro-3-(4-oxiranylmethoxy-phenyl)-benzo[d]isoxazole), C(C1=CC=CC=C1)N (benzylamine), C(C)O (ethanol), Cl (HCl). Solvent: CO (methanol), C(Cl)(Cl)Cl (chloroform). The product is C(C1=CC=CC=C1)NCC(COC1=CC=C(C=C1)C1=NOC2=C1C=CC(=C2)F)O (1-benzylamino-3-[4-(6-fluoro-benzo[d]isoxazol-3-yl)-phenoxy]-propan-2-ol). Isolated yield 33.9%. Reaction SMILES: [F:1][C:2]1[CH:21]=[CH:20][C:5]2[C:6]([C:9]3[CH:14]=[CH:13][C:12]([O:15][CH2:16][C@H:17]4[CH2:19][O:18]4)=[CH:11][CH:10]=3)=[N:7][O:8][C:4]=2[CH:3]=1.[CH2:22]([NH2:29])[C:23]1[CH:28]=[CH:27][CH:26]=[CH:25][CH:24]=1.C(O)C.Cl>CO.C(Cl)(Cl)Cl>[CH2:22]([NH:29][CH2:19][CH:17]([OH:18])[CH2:16][O:15][C:12]1[CH:11]=[CH:10][C:9]([C:6]2[C:5]3[CH:20]=[CH:21][C:2]([F:1])=[CH:3][C:4]=3[O:8][N:7]=2)=[CH:14][CH:13]=1)[C:23]1[CH:28]=[CH:27][CH:26]=[CH:25][CH:24]=1. Procedure: Combine (R)-6-fluoro-3-(4-oxiranylmethoxy-phenyl)-benzo[d]isoxazole (29) (500 mg, 1.75 mmol), benzylamine (755 mg, 7.05 mmol), ethanol (5.0 ml) and heat (˜80° C.) for 18.5 hours. At room temperature the reaction solidified. Dissolve reaction mixture with chloroform and concentrate (in vacuo). Purify the compound by column chromatography (silica) eluting with 10% ethanol in chloroform to obtain a white solid. Dissolve the free base in hot methanol and add ethereal HCl to a pH ˜2-3. Concentrate th... The reactants are Cl.NO (hydroxylamine hydrochloride), C(C)(=O)[O-].[Na+] (sodium acetate), ClC1=C(OC=2C=CC(=C(C=O)C2)[N+](=O)[O-])C=CC(=C1)C(F)(F)F (5-[2-chloro-4-(trifluoromethyl)phenoxy]-2-nitrobenzaldehyde). Run in O (water), C(C)O (ethanol). Yields the product ClC1=C(OC=2C=CC(=C(C=NO)C2)[N+](=O)[O-])C=CC(=C1)C(F)(F)F (5-[2-chloro-4-(trifluoromethyl)phenoxy]2-nitrobenzaldehyde oxime). RXN SMILES: Cl.[NH2:2][OH:3].C([O-])(=O)C.[Na+].[Cl:9][C:10]1[CH:27]=[C:26]([C:28]([F:31])([F:30])[F:29])[CH:25]=[CH:24][C:11]=1[O:12][C:13]1[CH:14]=[CH:15][C:16]([N+:21]([O-:23])=[O:22])=[C:17]([CH:20]=1)[CH:18]=O>O.C(O)C>[Cl:9][C:10]1[CH:27]=[C:26]([C:28]([F:31])([F:30])[F:29])[CH:25]=[CH:24][C:11]=1[O:12][C:13]1[CH:14]=[CH:15][C:16]([N+:21]([O-:23])=[O:22])=[C:17]([CH:20]=1)[CH:18]=[N:2][OH:3] |f:0.1,2.3|. Reported procedure: To a solution of hydroxylamine hydrochloride (0.33 g., 0.0048 mole) and sodium acetate (0.394 g., 0.0048 mole) in 2-3 ml of water was added a hot solution of 5-[2-chloro-4-(trifluoromethyl)phenoxy]-2-nitrobenzaldehyde (1.5 g., 0.00434 mole) in ethanol (10-12 ml). The clear yellow solution was heated for 1.5 hours and then the solvent was stripped on a rotary evaporator to give a yellow waxy solid which solidified giving 1.5 g., mp. 111°-115° C. Recrystallization from ethanol/water gave a solid m... The reactants are BrC1C(N(CC1)C=1C=NN(C1C(C)C)C1=CC=C(C=C1)F)=O (3-bromo-1-[1-(4-fluorophenyl)-5-isopropylpyrazol-4-yl]pyrrolidin-2-one), NC1=C2C(=NC=N1)NN=C2C#N (4-amino-1H-pyrazolo[3,4-d]pyrimidine-3-carbonitrile), C(=O)([O-])[O-].[K+].[K+] (K2CO3). The solvent is CN(C)C=O (DMF). Reaction conditions: temperature 60 celsius, time 1 hour. The product is NC1=C2C(=NC=N1)N(N=C2C#N)C2C(N(CC2)C=2C=NN(C2C(C)C)C2=CC=C(C=C2)F)=O (4-amino-1-[1-[1-(4-fluorophenyl)-5-isopropylpyrazol-4-yl]-2-oxo-pyrrolidin-3-yl]pyrazolo[3,4-d]pyrimidine-3-carbonitrile). Isolated yield 82.3%. Reaction SMILES: Br[CH:2]1[CH2:6][CH2:5][N:4]([C:7]2[CH:8]=[N:9][N:10]([C:15]3[CH:20]=[CH:19][C:18]([F:21])=[CH:17][CH:16]=3)[C:11]=2[CH:12]([CH3:14])[CH3:13])[C:3]1=[O:22].[NH2:23][C:24]1[N:29]=[CH:28][N:27]=[C:26]2[NH:30][N:31]=[C:32]([C:33]#[N:34])[C:25]=12.C([O-])([O-])=O.[K+].[K+]>CN(C=O)C>[NH2:23][C:24]1[N:29]=[CH:28][N:27]=[C:26]2[N:30]([CH:2]3[CH2:6][CH2:5][N:4]([C:7]4[CH:8]=[N:9][N:10]([C:15]5[CH:20]=[CH:19][C:18]([F:21])=[CH:17][CH:16]=5)[C:11]=4[CH:12]([CH3:14])[CH3:13])[C:3]3=[O:22])[N:31]=[C:32]([C:33]#[N:34])[C:25]=12 |f:2.3.4|. Reported procedure: A mixture of 3-bromo-1-[1-(4-fluorophenyl)-5-isopropylpyrazol-4-yl]pyrrolidin-2-one (0.055 g, 0.15 mmol), 4-amino-1H-pyrazolo[3,4-d]pyrimidine-3-carbonitrile (0.050 g, 0.31 mmol) and K2CO3 (0.050 g, 0.36 mmol) in DMF (2.0 mL) was stirred at 60° C. for 1 hr. The mixture was then cooled to room temperature, quenched with water (30 mL), and extracted with IPA:CHCl3 (1:2 v/v, 100 mL). The organic layer was separated, dried over anhydrous sodium sulfate, concentrated in vacuo and purified by flash ch... The reactants are CCOC(=O)CN1C(=O)C(c2ccc(OC)cc2)CSc2ccccc21, CC(=O)O, O, O=S(=O)(O)O. Product: COc1ccc(C2CSc3ccccc3N(CC(=O)O)C2=O)cc1. Reaction SMILES: [CH3:1][O:2][c:3]1[cH:4][cH:5][c:6]([CH:9]2[CH2:10][S:11][c:12]3[c:13]([cH:23][cH:24][cH:25][cH:26]3)[N:14]([CH2:17][C:18](=[O:19])[O:20][CH2:21][CH3:22])[C:15]2=[O:16])[cH:7][cH:8]1.[CH3:28][C:29](=[O:30])[OH:31].[OH2:27].[S:32](=[O:33])(=[O:34])([OH:35])[OH:36]>>[CH3:1][O:2][c:3]1[cH:4][cH:5][c:6]([CH:9]2[CH2:10][S:11][c:12]3[c:13]([cH:23][cH:24][cH:25][cH:26]3)[N:14]([CH2:17][C:18](=[O:19])[OH:20])[C:15]2=[O:16])[cH:7][cH:8]1.